Dataset: the Open Reaction Database (ORD), a public repository of structured organic reaction records. Task: describe an organic reaction: reactants, conditions, products, and yield Starting materials: CS(=O)(=O)O, [Cl-], CC12CCC3C(CC(O)C4(O)CC=CCC34C)C1CC=C2Br, CC12CCC3C(CC(Cl)C4(O)CC=CCC34C)C1CC=C2Br. Product: CC12CCC3C(CC4OC45CC=CCC35C)C1CC=C2Br. As a reaction SMILES: [CH3:24][S:25]([OH:26])(=[O:27])=[O:28].[Cl-:23].[OH:1][C:2]12[CH:3]([OH:22])[CH2:4][CH:5]3[CH:6]4[CH2:7][CH:8]=[C:9]([Br:21])[C:10]4([CH3:11])[CH2:12][CH2:13][CH:14]3[C:15]1([CH3:20])[CH2:16][CH:17]=[CH:18][CH2:19]2.[OH:29][C:30]12[CH2:31][CH:32]=[CH:33][CH2:34][C:35]1([CH3:36])[CH:37]1[CH:38]([CH:39]3[C:40]([CH3:43])([CH2:41][CH2:42]1)[C:44]([Br:45])=[CH:46][CH2:47]3)[CH2:48][CH:49]2[Cl:50]>>[C:2]123[CH:3]([CH2:4][CH:5]4[CH:6]5[CH2:7][CH:8]=[C:9]([Br:21])[C:10]5([CH3:11])[CH2:12][CH2:13][CH:14]4[C:15]1([CH3:20])[CH2:16][CH:17]=[CH:18][CH2:19]2)[O:22]3. Reactants: Br.C(C)(=O)N1CC(C(CC1)=O)Br (N-Acetyl-3-bromo-4-piperidone hydrobromide), NC(=S)N (thiourea). Solvent: C(C)O (ethanol). Reaction conditions: time 1 hour. Yields the product C(C)(=O)N1CC2=C(CC1)N=C(S2)N (5-Acetyl-2-amino-4,5,6,7-tetrahydrothiazolo[5,4-c]pyridine). Isolated yield 10.1%. As a reaction SMILES: Br.[C:2]([N:5]1[CH2:10][CH2:9][C:8](=O)[CH:7](Br)[CH2:6]1)(=[O:4])[CH3:3].[NH2:13][C:14]([NH2:16])=[S:15]>C(O)C>[C:2]([N:5]1[CH2:10][CH2:9][C:8]2[N:13]=[C:14]([NH2:16])[S:15][C:7]=2[CH2:6]1)(=[O:4])[CH3:3] |f:0.1|. Reported procedure: N-Acetyl-3-bromo-4-piperidone hydrobromide (3.0 g, 9.9 mmol) was added slowly to a solution of thiourea (756 mg, 9.9 mmol) in dry ethanol (13.5 ml) at 60°. After completion of the addition, the reaction mixture was allowed to stir at 40° for 1 hour; the ethanol was then distilled off at atmospheric pressure, and the residue was heated to 160°-170° for 20 minutes. The reaction mixture was then cooled and dissolved in water, neutralized with saturated aqueous sodium bicarbonate, and extracted thre... Starting materials: C(C1=CC=CC=C1)N1C(N(CC1)C=1SC(=C(N1)C)C(=O)O)=O (2-(3-benzyl-2-oxoimidazolidin-1-yl)-4-methylthiazole-5-carboxylic acid), CC=1N=C(SC1)N1C(N(CC1)CC1=CC=C(C(=O)O)C=C1)=O (4-((3-(4-methylthiazol-2-yl)-2-oxoimidazolidin-1-yl)methyl)benzoic acid), C(C1=CC=CC=C1)N (benzylamine). Yields the product C(C1=CC=CC=C1)NC(C1=CC=C(C=C1)CN1C(N(CC1)C=1SC=C(N1)C)=O)=O (N-benzyl-4-((3-(4-methylthiazol-2-yl)-2-oxoimidazolidin-1-yl)methyl)benzamide). The yield is 60.0%. RXN SMILES: [CH2:1]([N:8]1[CH2:12][CH2:11][N:10]([C:13]2[S:14][C:15](C(O)=O)=[C:16]([CH3:18])[N:17]=2)[C:9]1=[O:22])[C:2]1[CH:7]=[CH:6][CH:5]=[CH:4][CH:3]=1.CC1N=C(N2CC[N:31]([CH2:34][C:35]3[CH:43]=[CH:42][C:38](C(O)=O)=[CH:37][CH:36]=3)[C:30]2=[O:44])SC=1.C(N)C1C=CC=CC=1>>[CH2:34]([NH:31][C:30](=[O:44])[C:5]1[CH:4]=[CH:3][C:2]([CH2:1][N:8]2[CH2:12][CH2:11][N:10]([C:13]3[S:14][CH:15]=[C:16]([CH3:18])[N:17]=3)[C:9]2=[O:22])=[CH:7][CH:6]=1)[C:35]1[CH:43]=[CH:42][CH:38]=[CH:37][CH:36]=1. Reported procedure: Following the procedure as describe in Example 8, making variations as required to replace 2-(3-benzyl-2-oxoimidazolidin-1-yl)-4-methylthiazole-5-carboxylic acid with 4-((3-(4-methylthiazol-2-yl)-2-oxoimidazolidin-1-yl)methyl)benzoic acid to react with benzylamine, the title compound was obtained as a white powder in 60% yield: mp 185-186° C. (ethyl acetate/hexanes); 1H NMR (300 MHz, CDCl3) δ 7.76 (d, J=9.0 Hz, 2H), 7.30-7.28 (m, 6H), 6.73 (t, J=6.0 Hz, 2H), 6.41 (s, 1H), 4.59 (d, J=6.0 Hz, 2H),... Reactants: C(C)S (ethanethiol), [H-].[Na+] (sodium hydride), FC=1N(C=C(N1)CCCOS(=O)(=O)C)C(C1=CC=CC=C1)(C1=CC=CC=C1)C1=CC=CC=C1 (2-fluoro-4-(3-methanesulphonyloxypropyl)-1-triphenylmethylimidazole). The solvent is CN(C)C=O (DMF). Conditions: time 16 hour. Product: C(C)SCCCC=1N=C(N(C1)C(C1=CC=CC=C1)(C1=CC=CC=C1)C1=CC=CC=C1)F (4-(3-ethylthiopropyl)-2-fluoro-1-triphenylmethylimidazole). As a reaction SMILES: [CH2:1]([SH:3])[CH3:2].[H-].[Na+].[F:6][C:7]1[N:8]([C:20]([C:33]2[CH:38]=[CH:37][CH:36]=[CH:35][CH:34]=2)([C:27]2[CH:32]=[CH:31][CH:30]=[CH:29][CH:28]=2)[C:21]2[CH:26]=[CH:25][CH:24]=[CH:23][CH:22]=2)[CH:9]=[C:10]([CH2:12][CH2:13][CH2:14]OS(C)(=O)=O)[N:11]=1>CN(C=O)C>[CH2:1]([S:3][CH2:14][CH2:13][CH2:12][C:10]1[N:11]=[C:7]([F:6])[N:8]([C:20]([C:27]2[CH:32]=[CH:31][CH:30]=[CH:29][CH:28]=2)([C:21]2[CH:22]=[CH:23][CH:24]=[CH:25][CH:26]=2)[C:33]2[CH:38]=[CH:37][CH:36]=[CH:35][CH:34]=2)[CH:9]=1)[CH3:2] |f:1.2|. Procedure details: A solution of ethanethiol in DMF was treated with sodium hydride, and then with 2-fluoro-4-(3-methanesulphonyloxypropyl)-1-triphenylmethylimidazole. After stirring at ambient temperature for 16 hours, the mixture was worked up by extraction and chromatography to give 4-(3-ethylthiopropyl)-2-fluoro-1-triphenylmethylimidazole, having the following n.m.r. in CDCl3 : 1.2 (t, 3H); 1.85 (quintet, 2H); 2.48 (q, 6H); 6.24 (s, 1H); 7.0-7.4 (m, 15H). This thioether was dissolved in CH2Cl2, cooled to 0°, a...